The task is: describe an organic reaction: reactants, conditions, products, and yield. This data is from the Open Reaction Database (ORD), a public repository of structured organic reaction records. Reported procedure: To a solution of 1-bromo-3-phenoxybenzene (0.320 g, 1.29 mmol) in anhydrous THF (10 mL) at −78° C. was added n-BuLi (0.804 mL of a 1.6 M solution in hexanes; 1.286 mmol). The reaction was stirred at −78° C. for 0.5 h and a solution of (4-oxocyclohexane-1,1-diyl)bis(methylene) bis(4-methylbenzenesulfonate) (0.5 g, 1.07 mmol) in THF (5 mL) was then added dropwise. The reaction mixture was slowly warmed to rt and stirred overnight. The reaction was quenched with sat′d aq NH4Cl and diluted with wate... Reaction SMILES: Br[C:2]1[CH:7]=[CH:6][CH:5]=[C:4]([O:8][C:9]2[CH:14]=[CH:13][CH:12]=[CH:11][CH:10]=2)[CH:3]=1.[Li]CCCC.[CH3:20][C:21]1[CH:26]=[CH:25][C:24]([S:27]([O:30][CH2:31][C:32]2([CH2:39][O:40][S:41]([C:44]3[CH:49]=[CH:48][C:47]([CH3:50])=[CH:46][CH:45]=3)(=[O:43])=[O:42])[CH2:37][CH2:36][C:35](=[O:38])[CH2:34][CH2:33]2)(=[O:29])=[O:28])=[CH:23][CH:22]=1>C1COCC1>[CH3:20][C:21]1[CH:26]=[CH:25][C:24]([S:27]([O:30][CH2:31][C:32]2([CH2:39][O:40][S:41]([C:44]3[CH:45]=[CH:46][C:47]([CH3:50])=[CH:48][CH:49]=3)(=[O:43])=[O:42])[CH2:33][CH2:34][C:35]([OH:38])([C:2]3[CH:7]=[CH:6][CH:5]=[C:4]([O:8][C:9]4[CH:14]=[CH:13][CH:12]=[CH:11][CH:10]=4)[CH:3]=3)[CH2:36][CH2:37]2)(=[O:28])=[O:29])=[CH:23][CH:22]=1. Solvent: C1CCOC1 (THF), C1CCOC1 (THF), hexanes. Isolated yield 57.2%. The product is CC1=CC=C(C=C1)S(=O)(=O)OCC1(CCC(CC1)(C1=CC(=CC=C1)OC1=CC=CC=C1)O)COS(=O)(=O)C1=CC=C(C=C1)C ((4-Hydroxy-4-(3-phenoxyphenyl)cyclohexane-1,1-diyl)bis(methylene) bis(4-methylbenzenesulfonate)). Run at temperature -78 celsius, time 0.5 hour. Reactants: CC1=CC=C(C=C1)S(=O)(=O)OCC1(CCC(CC1)=O)COS(=O)(=O)C1=CC=C(C=C1)C ((4-oxocyclohexane-1,1-diyl)bis(methylene) bis(4-methylbenzenesulfonate)), BrC1=CC(=CC=C1)OC1=CC=CC=C1 (1-bromo-3-phenoxybenzene), [Li]CCCC (n-BuLi), solution. The reactants are C(Cl)Cl.CCOC(=O)C (DCM EtOAc), FC1=CC=C2C(=NNC2=C1)C1CCNCC1 (4-(6-fluoro-1H-indazol-3-yl)piperidine), C(=O)(O)[O-].[Na+] (NaHCO3), ClCC#N (chloroacetonitrile). The solvent is C(C)#N (acetonitrile). Product: FC1=CC=C2C(=NNC2=C1)C1CCN(CC1)CC#N ([4-(6-Fluoro-1H-indazol-3-yl)-1-piperidinyl]acetonitrile). Isolated yield 89.1%. As a reaction SMILES: [F:1][C:2]1[CH:10]=[C:9]2[C:5]([C:6]([CH:11]3[CH2:16][CH2:15][NH:14][CH2:13][CH2:12]3)=[N:7][NH:8]2)=[CH:4][CH:3]=1.C([O-])(O)=O.[Na+].Cl[CH2:23][C:24]#[N:25].C(Cl)Cl.CCOC(C)=O>C(#N)C>[F:1][C:2]1[CH:10]=[C:9]2[C:5]([C:6]([CH:11]3[CH2:16][CH2:15][N:14]([CH2:23][C:24]#[N:25])[CH2:13][CH2:12]3)=[N:7][NH:8]2)=[CH:4][CH:3]=1 |f:1.2,4.5|. Procedure details: To a stirred suspension of 4-(6-fluoro-1H-indazol-3-yl)piperidine (4.95 g, 22.6 mmol) and NaHCO3 (2.1 g, 24.9 mmol) in dry acetonitrile (110 ml) was added chloroacetonitrile (1.6 ml, 24.9 mmol) at room temperature, under nitrogen. The suspension was warmed to reflux for 22.5 hours, cooled to room temperature, and subsequently filtered. The remaining solids were washed with DCM and the combined filtrates were concentrated. The resulting brown oil was dissolved into EtOAc and washed with water. Th... Reactants: O=C([O-])O, CC(C)(C)[Si](C)(C)OCCCc1nccc2c(C#N)cccc12, CCO, CCOC(C)=O, Cl, NO, [Na+]. The product is CC(C)(C)[Si](C)(C)OCCCc1nccc2c(C(=N)NO)cccc12. As a reaction SMILES: [C:27](=[O:28])([OH:29])[O-:30].[CH3:1][C:2]([CH3:3])([CH3:4])[Si:5]([O:6][CH2:7][CH2:8][CH2:9][c:10]1[n:11][cH:12][cH:13][c:14]2[c:15]([C:20]#[N:21])[cH:16][cH:17][cH:18][c:19]12)([CH3:22])[CH3:23].[CH3:24][CH2:25][OH:26].[CH3:35][CH2:36][O:37][C:38](=[O:39])[CH3:40].[ClH:32].[NH2:33][OH:34].[Na+:31]>>[CH3:1][C:2]([CH3:3])([CH3:4])[Si:5]([O:6][CH2:7][CH2:8][CH2:9][c:10]1[n:11][cH:12][cH:13][c:14]2[c:15]([C:20](=[NH:21])[NH:33][OH:34])[cH:16][cH:17][cH:18][c:19]12)([CH3:22])[CH3:23]. Starting materials: NC1CCN(CC1)C[C@@H]1CN2C(C=CC=3N=CC(N1C23)=O)=O ((2R)-2-[(4-Amino-1-piperidinyl)methyl]-1,2-dihydro-3H,8H-2a,5,8a-triazaacenaphthylene-3,8-dione), C(C)(=O)O[BH-](OC(C)=O)OC(C)=O.[Na+] (Sodium triacetoxyborohydride), BrC(C)(C)Br (dibromopropane), ClCCl (dichloromethane), S1CCCOC=2C=NC(=CC21)C=O (3,4-dihydro-2H-[1,4]oxathiepino[2,3-c]pyridine-8-carbaldehyde), S1CCOC=2C=NC(=CC21)C=O (2,3-dihydro[1,4]oxathiino[2,3-c]pyridine-7-carbaldehyde), C(O)([O-])=O.[Na+] (sodium hydrogen carbonate). The solvent is CO (methanol), C(Cl)(Cl)Cl (chloroform). Product: Cl.S1CCCOC=2C=NC(=CC21)CNC2CCN(CC2)C[C@@H]2CN1C(C=CC=3N=CC(N2C13)=O)=O ((2R)-2-({4-[(3,4-Dihydro-2H-[1,4]oxathiepino[2,3-c]pyridin-8-ylmethyl)amino]-1-piperidinyl}methyl)-1,2-dihydro-3H,8H-2a,5,8a-triazaacenaphthylene-3,8-dione hydrochloride). As a reaction SMILES: [NH2:1][CH:2]1[CH2:7][CH2:6][N:5]([CH2:8][C@H:9]2[N:19]3[C:20]4[N:11]([C:12](=[O:22])[CH:13]=[CH:14][C:15]=4[N:16]=[CH:17][C:18]3=[O:21])[CH2:10]2)[CH2:4][CH2:3]1.[S:23]1[C:33]2[CH:32]=[C:31]([CH:34]=O)[N:30]=[CH:29][C:28]=2[O:27][CH2:26][CH2:25][CH2:24]1.S1C2C=C(C=O)N=CC=2OCC1.BrC(Br)(C)C.C(O[BH-](OC(=O)C)OC(=O)C)(=O)C.[Na+].C(=O)([O-])O.[Na+].[Cl:72]CCl>CO.C(Cl)(Cl)Cl>[ClH:72].[S:23]1[C:33]2[CH:32]=[C:31]([CH2:34][NH:1][CH:2]3[CH2:7][CH2:6][N:5]([CH2:8][C@H:9]4[N:19]5[C:20]6[N:11]([C:12](=[O:22])[CH:13]=[CH:14][C:15]=6[N:16]=[CH:17][C:18]5=[O:21])[CH2:10]4)[CH2:4][CH2:3]3)[N:30]=[CH:29][C:28]=2[O:27][CH2:26][CH2:25][CH2:24]1 |f:4.5,6.7,11.12|. Procedure details: (2R)-2-[(4-Amino-1-piperidinyl)methyl]-1,2-dihydro-3H,8H-2a,5,8a-triazaacenaphthylene-3,8-dione (50 mg, 0.166 mmol) (for a preparation see Example 16(j)) and 3,4-dihydro-2H-[1,4]oxathiepino[2,3-c]pyridine-8-carbaldehyde (29 mg, 0.895 eq.) (may be prepared analogously to the synthesis of 2,3-dihydro[1,4]oxathiino[2,3-c]pyridine-7-carbaldehyde (WO2004058144, Example 60) but replacing dibromoethane with dibromopropane) were stirred in 9:1 v:v chloroform:methanol (1 ml) for 2.5 hours. Sodium triacet... The reactants are solution, [F-].C(CCC)[N+](CCCC)(CCCC)CCCC (tetra-n-butylammonium fluoride), [Si](C)(C)(C(C)(C)C)O[C@H]1[C@@H](O[C@@H]([C@H]1O[Si](C)(C)C(C)(C)C)COC)N1C2=NC(=NC(=C2N=C1)NCC(C1=CC=CC=C1)C1=CC=CC=C1)CCNCC1CCCCC1 (N-(9-[(2R,3R,4R,5R)-3,4-Bis{[tert-butyl(dimethyl)silyl]oxy}-5-(methoxymethyl)tetrahydro-2-furanyl]-2-{2-[(cyclohexylmethyl)amino]ethyl}-9H-purin-6-yl)-N-(2,2-diphenylethyl)amine). The solvent is O1CCCC1 (tetrahydrofuran), O1CCCC1 (tetrahydrofuran). Reaction conditions: time 24 hour. The product is C1(CCCCC1)CNCCC1=NC(=C2N=CN(C2=N1)[C@@H]1O[C@@H]([C@H]([C@H]1O)O)COC)NCC(C1=CC=CC=C1)C1=CC=CC=C1 ((2R,3R,4S,5R)-2-{2-{2-[(Cyclohexylmethyl)amino]ethyl}-6-[(2,2-diphenylethyl)amino]-9H-purin-9-yl}-5-(methoxymethyl)tetrahydro-3,4-furandiol). The yield is 46.6%. As a reaction SMILES: [Si]([O:8][C@@H:9]1[C@H:13]([O:14][Si](C(C)(C)C)(C)C)[C@@H:12]([CH2:22][O:23][CH3:24])[O:11][C@H:10]1[N:25]1[CH:33]=[N:32][C:31]2[C:26]1=[N:27][C:28]([CH2:49][CH2:50][NH:51][CH2:52][CH:53]1[CH2:58][CH2:57][CH2:56][CH2:55][CH2:54]1)=[N:29][C:30]=2[NH:34][CH2:35][CH:36]([C:43]1[CH:48]=[CH:47][CH:46]=[CH:45][CH:44]=1)[C:37]1[CH:42]=[CH:41][CH:40]=[CH:39][CH:38]=1)(C(C)(C)C)(C)C.[F-].C([N+](CCCC)(CCCC)CCCC)CCC>O1CCCC1>[CH:53]1([CH2:52][NH:51][CH2:50][CH2:49][C:28]2[N:27]=[C:26]3[C:31]([N:32]=[CH:33][N:25]3[C@H:10]3[C@H:9]([OH:8])[C@H:13]([OH:14])[C@@H:12]([CH2:22][O:23][CH3:24])[O:11]3)=[C:30]([NH:34][CH2:35][CH:36]([C:37]3[CH:38]=[CH:39][CH:40]=[CH:41][CH:42]=3)[C:43]3[CH:48]=[CH:47][CH:46]=[CH:45][CH:44]=3)[N:29]=2)[CH2:54][CH2:55][CH2:56][CH2:57][CH2:58]1 |f:1.2|. Reported procedure: N-(9-[(2R,3R,4R,5R)-3,4-Bis{[tert-butyl(dimethyl)silyl]oxy}-5-(methoxymethyl)tetrahydro-2-furanyl]-2-{2-[(cyclohexylmethyl)amino]ethyl}-9H-purin-6-yl)-N-(2,2-diphenylethyl)amine (210 mg, 0.25 mmol) (preparation 23) was dissolved in stirred tetrahydrofuran (1 ml) and a 1M solution of tetra-n-butylammonium fluoride in tetrahydrofuran (1 ml, 1 mmol) added. The reaction mixture was stirred at room temperature for 24 hr. The solvent was removed under reduced pressure and the residue partitioned betwe... Reactants: ClC1=CC=NC=C1C(=O)OC (methyl 4-chloronicotinate), ClC1=CC(=C(C=C1)B(O)O)F ((4-chloro-2-fluorophenyl)boronic acid), C([O-])([O-])=O.[Cs+].[Cs+] (cesium carbonate), resultant mixture. Reagents/catalysts: C=1C=CC(=CC1)[P](C=2C=CC=CC2)(C=3C=CC=CC3)[Pd]([P](C=4C=CC=CC4)(C=5C=CC=CC5)C=6C=CC=CC6)([P](C=7C=CC=CC7)(C=8C=CC=CC8)C=9C=CC=CC9)[P](C=1C=CC=CC1)(C=1C=CC=CC1)C=1C=CC=CC1 (Pd(PPh3)4). The solvent is O (Water), O1CCOCC1 (dioxane), O (water). Product: ClC1=CC(=C(C=C1)C1=CC=NC=C1C(=O)OC)F (methyl 4-(4-chloro-2-fluorophenyl)nicotinate). The yield is 46.1%. Reaction SMILES: Cl[C:2]1[C:7]([C:8]([O:10][CH3:11])=[O:9])=[CH:6][N:5]=[CH:4][CH:3]=1.[Cl:12][C:13]1[CH:18]=[CH:17][C:16](B(O)O)=[C:15]([F:22])[CH:14]=1.C(=O)([O-])[O-].[Cs+].[Cs+]>O1CCOCC1.O.C1C=CC([P]([Pd]([P](C2C=CC=CC=2)(C2C=CC=CC=2)C2C=CC=CC=2)([P](C2C=CC=CC=2)(C2C=CC=CC=2)C2C=CC=CC=2)[P](C2C=CC=CC=2)(C2C=CC=CC=2)C2C=CC=CC=2)(C2C=CC=CC=2)C2C=CC=CC=2)=CC=1>[Cl:12][C:13]1[CH:18]=[CH:17][C:16]([C:2]2[C:7]([C:8]([O:10][CH3:11])=[O:9])=[CH:6][N:5]=[CH:4][CH:3]=2)=[C:15]([F:22])[CH:14]=1 |f:2.3.4,^1:39,41,60,79|. Procedure: To a stirred solution of methyl 4-chloronicotinate (7 g, 40.8 mmol), (4-chloro-2-fluorophenyl)boronic acid (7.11 g, 40.8 mmol) and cesium carbonate (26.6 g, 82 mmol) in a mixture of dioxane (60 mL) and water (8 mL) purged with nitrogen gas for 5 min, was added Pd(PPh3)4 (2.83 g, 2.448 mmol) and the resultant mixture was heated at 85° C. for 15 h. Water (30 mL) was added and the mixture was extracted with EtOAc (1×50 mL). The organic layer was washed with water (1×30 mL) and brine (1×30 mL), drie...